Dataset: the Open Reaction Database (ORD), a public repository of structured organic reaction records. Task: describe an organic reaction: reactants, conditions, products, and yield Starting materials: Cl.ClC1=CC(=C(C=C1)S(=O)(=O)N1C(CNCC1)=O)[N+](=O)[O-] (1-(4-chloro-2-nitro-benzenesulfonyl)-piperazin-2-one HCl salt), N1(C(=O)NC(=O)C(C)=C1)CC(=O)O ((thymin-1-yl)-acetic acid). Product: ClC1=CC(=C(C=C1)S(=O)(=O)N1C(CN(CC1)C(CN1C(=O)NC(=O)C(C)=C1)=O)=O)[N+](=O)[O-] (1-(4-Chloro-2-nitro-benzenesulfonyl)-4-[(thymin-1-yl)-acetyl]-piperazin-2-one). Yield: 94.1%. RXN SMILES: Cl.[Cl:2][C:3]1[CH:8]=[CH:7][C:6]([S:9]([N:12]2[CH2:17][CH2:16][NH:15][CH2:14][C:13]2=[O:18])(=[O:11])=[O:10])=[C:5]([N+:19]([O-:21])=[O:20])[CH:4]=1.[N:22]1([CH2:31][C:32](O)=[O:33])[CH:30]=[C:28]([CH3:29])[C:26](=[O:27])[NH:25][C:23]1=[O:24]>>[Cl:2][C:3]1[CH:8]=[CH:7][C:6]([S:9]([N:12]2[CH2:17][CH2:16][N:15]([C:32](=[O:33])[CH2:31][N:22]3[CH:30]=[C:28]([CH3:29])[C:26](=[O:27])[NH:25][C:23]3=[O:24])[CH2:14][C:13]2=[O:18])(=[O:11])=[O:10])=[C:5]([N+:19]([O-:21])=[O:20])[CH:4]=1 |f:0.1|. Procedure: The title compound (1.60 g, 94%) was synthesized by reaction of 1-(4-chloro-2-nitro-benzenesulfonyl)-piperazin-2-one HCl salt (1.25 g, 3.5 mmol) with (thymin-1-yl)-acetic acid (0.64 g, 3.5 mmol) as per the procedure of example 64. Reactants: CCO, O=C(O)c1cc(OC(F)(F)F)ccc1[N+](=O)[O-]. Product: Nc1ccc(OC(F)(F)F)cc1C(=O)O. Reaction SMILES: [CH3:18][CH2:19][OH:20].[N+:1]([O-:2])(=[O:3])[c:4]1[c:5]([C:6](=[O:7])[OH:8])[cH:9][c:10]([O:13][C:14]([F:15])([F:16])[F:17])[cH:11][cH:12]1>>[NH2:1][c:4]1[c:5]([C:6](=[O:7])[OH:8])[cH:9][c:10]([O:13][C:14]([F:15])([F:16])[F:17])[cH:11][cH:12]1. Reactants: BrCC1CC1, Cn1cc(-c2cn(COCC[Si](C)(C)C)c3ncc(O)cc23)cn1, CC(C)=O, [K+], [K+], O=C([O-])[O-]. Product: Cn1cc(-c2cn(COCC[Si](C)(C)C)c3ncc(OCC4CC4)cc23)cn1. RXN SMILES: [Br:25][CH2:26][CH:27]1[CH2:28][CH2:29]1.[CH3:1][n:2]1[n:3][cH:4][c:5](-[c:7]2[cH:8][n:9]([CH2:17][O:18][CH2:19][CH2:20][Si:21]([CH3:22])([CH3:23])[CH3:24])[c:10]3[n:11][cH:12][c:13]([OH:16])[cH:14][c:15]23)[cH:6]1.[CH3:36][C:37](=[O:38])[CH3:39].[K+:30].[K+:31].[O-:32][C:33]([O-:34])=[O:35]>>[CH3:1][n:2]1[n:3][cH:4][c:5](-[c:7]2[cH:8][n:9]([CH2:17][O:18][CH2:19][CH2:20][Si:21]([CH3:22])([CH3:23])[CH3:24])[c:10]3[n:11][cH:12][c:13]([O:16][CH2:26][CH:27]4[CH2:28][CH2:29]4)[cH:14][c:15]23)[cH:6]1. Starting materials: CCc1nc(I)cn1CCN, O=CCOc1ccc(F)c(C(F)(F)F)c1. Yields the product CCc1nc(I)c2n1CCNC2COc1ccc(F)c(C(F)(F)F)c1. Reaction SMILES: [CH2:1]([CH3:2])[c:3]1[n:4]([CH2:9][CH2:10][NH2:11])[cH:5][c:6]([I:8])[n:7]1.[F:12][c:13]1[c:14]([C:23]([F:24])([F:25])[F:26])[cH:15][c:16]([O:17][CH2:18][CH:19]=[O:20])[cH:21][cH:22]1>>[CH2:1]([CH3:2])[c:3]1[n:4]2[c:5]([c:6]([I:8])[n:7]1)[CH:19]([CH2:18][O:17][c:16]1[cH:15][c:14]([C:23]([F:24])([F:25])[F:26])[c:13]([F:12])[cH:22][cH:21]1)[NH:11][CH2:10][CH2:9]2. The reactants are ClC1=C(C(=NC2=CC(=CC=C12)Cl)C1=C(C=CC=C1)F)C (4,7-Dichloro-2-(2-fluorophenyl)-3-methylquinoline), O1CCN(CC1)C1=CC=C2C(=C1)NCC21CCOCC1 (6-morpholino-2′,3′,5′,6′-tetrahydrospiro[indoline-3,4′-pyran]), CN(C)C=O (DMF), [H-].[Na+] (sodium hydride). The solvent is CCOC(=O)C (EtOAc). Reaction conditions: time 15 minute. Yields the product ClC1=CC=C2C(=C(C(=NC2=C1)C1=C(C=CC=C1)F)C)N1CC2(CCOCC2)C2=CC=C(C=C12)N1CCOCC1 (1-(7-chloro-2-(2-fluorophenyl)-3-methyl-4-quinolinyl)-6-(4-morpholinyl)-1,2,2′,3′,5′,6′-hexahydrospiro[indole-3,4′-pyran]). Reaction SMILES: [O:1]1[CH2:6][CH2:5][N:4]([C:7]2[CH:12]=[C:11]3[NH:13][CH2:14][C:15]4([CH2:20][CH2:19][O:18][CH2:17][CH2:16]4)[C:10]3=[CH:9][CH:8]=2)[CH2:3][CH2:2]1.CN(C=O)C.[H-].[Na+].Cl[C:29]1[C:38]2[C:33](=[CH:34][C:35]([Cl:39])=[CH:36][CH:37]=2)[N:32]=[C:31]([C:40]2[CH:45]=[CH:44][CH:43]=[CH:42][C:41]=2[F:46])[C:30]=1[CH3:47]>CCOC(C)=O>[Cl:39][C:35]1[CH:34]=[C:33]2[C:38]([C:29]([N:13]3[C:11]4[C:10](=[CH:9][CH:8]=[C:7]([N:4]5[CH2:3][CH2:2][O:1][CH2:6][CH2:5]5)[CH:12]=4)[C:15]4([CH2:20][CH2:19][O:18][CH2:17][CH2:16]4)[CH2:14]3)=[C:30]([CH3:47])[C:31]([C:40]3[CH:45]=[CH:44][CH:43]=[CH:42][C:41]=3[F:46])=[N:32]2)=[CH:37][CH:36]=1 |f:2.3|. Reported procedure: Under a N2 atmosphere, 6-morpholino-2′,3′,5′,6′-tetrahydrospiro[indoline-3,4′-pyran] (0.18 g, 0.65 mmol) was dissolved in DMF (2.00 mL, 26 mmol) and sodium hydride (0.017 g, 0.72 mmol) was added. The reaction was allowed to stir for 15 minutes at rt. 4,7-Dichloro-2-(2-fluorophenyl)-3-methylquinoline (0.100 g, 0.33 mmol) was added and the reaction was heated to 140° C. for 5 h. The reaction was diluted with EtOAc and washed with 2% sodium bicarbonate then brine. The organic layer was dried (Na2SO...